This data is from the Open Reaction Database (ORD), a public repository of structured organic reaction records. The task is: describe an organic reaction: reactants, conditions, products, and yield Yields the product OC1=C(C=CC=C1OC)C=1SC2=C(N1)C=CC=C2 (2-(2′-hydroxy-3′-methoxyphenyl)benzothiazole). Starting materials: NC1=C(C=CC=C1)S (2-aminothiophenol), O=CC1=C(O)C(OC)=CC=C1 (o-vanillin), OO (H2O2), Cl (HCl). Reaction SMILES: [NH2:1][C:2]1[CH:7]=[CH:6][CH:5]=[CH:4][C:3]=1[SH:8].O=[CH:10][C:11]1[CH:19]=[CH:18][CH:17]=[C:14]([O:15][CH3:16])[C:12]=1[OH:13].OO.Cl>CCO>[OH:13][C:12]1[C:14]([O:15][CH3:16])=[CH:17][CH:18]=[CH:19][C:11]=1[C:10]1[S:8][C:3]2[CH:4]=[CH:5][CH:6]=[CH:7][C:2]=2[N:1]=1. Run in CCO (EtOH). Yield: 79.0%. Reported procedure: HMBT was synthesized according to a previous reported method with minor modifications (Guo et al., Chin. Chem. Lett. 2009, 20, 1408-1410. A solution of 2-aminothiophenol (0.3 mL, 4.2 mmol) and o-vanillin (0.48 g, 3.15 mmol) in EtOH (10 mL), aq H2O2 (30%, 18.9 mmol) and aq HCl (37%, 9.45 mmol) was stirred at room temperature for 90 min. The solution was quenched by 10 mL H2O. The precipitate was filtered, dried under vacuum and recrystallized from EtOH to afford the desired product as a light yel... The reactants are O (water), C(C)(C)(C)OC(N(CC1CNCCC1C1=CC=CC=C1)[C@H](C)C1=CC=CC2=CC=CC=C12)=O (tert-butyl[(1R)-1-(1-naphthyl)ethyl][(4-phenylpiperidin-3-yl)methyl]carbamate), FC=1C=C(C#N)C=C(C1F)F (3,4,5-trifluorobenzonitrile), C([O-])([O-])=O.[K+].[K+] (potassium carbonate). The solvent is CS(=O)C (DMSO). Product: C(#N)C1=CC(=C(C(=C1)F)N1CC(C(CC1)C1=CC=CC=C1)CN(C(OC(C)(C)C)=O)[C@H](C)C1=CC=CC2=CC=CC=C12)F (tert-butyl {[1-(4-cyano-2,6-difluorophenyl)-4-phenylpiperidin-3-yl]methyl}[(1R)-1-(1-naphthyl)ethyl]carbamate). The yield is 73.0%. Reaction SMILES: [C:1]([O:5][C:6](=[O:33])[N:7]([C@@H:21]([C:23]1[C:32]2[C:27](=[CH:28][CH:29]=[CH:30][CH:31]=2)[CH:26]=[CH:25][CH:24]=1)[CH3:22])[CH2:8][CH:9]1[CH:14]([C:15]2[CH:20]=[CH:19][CH:18]=[CH:17][CH:16]=2)[CH2:13][CH2:12][NH:11][CH2:10]1)([CH3:4])([CH3:3])[CH3:2].[F:34][C:35]1[CH:36]=[C:37]([CH:40]=[C:41]([F:44])[C:42]=1F)[C:38]#[N:39].C(=O)([O-])[O-].[K+].[K+].O>CS(C)=O>[C:38]([C:37]1[CH:36]=[C:35]([F:34])[C:42]([N:11]2[CH2:12][CH2:13][CH:14]([C:15]3[CH:16]=[CH:17][CH:18]=[CH:19][CH:20]=3)[CH:9]([CH2:8][N:7]([C@@H:21]([C:23]3[C:32]4[C:27](=[CH:28][CH:29]=[CH:30][CH:31]=4)[CH:26]=[CH:25][CH:24]=3)[CH3:22])[C:6](=[O:33])[O:5][C:1]([CH3:2])([CH3:3])[CH3:4])[CH2:10]2)=[C:41]([F:44])[CH:40]=1)#[N:39] |f:2.3.4|. Reported procedure: A solution of 200 mg of tert-butyl[(1R)-1-(1-naphthyl)ethyl][(4-phenylpiperidin-3-yl)methyl]carbamate, 212 mg of 3,4,5-trifluorobenzonitrile, and 187 mg of potassium carbonate in 4.0 mL of DMSO was heated at 110° C. for 2 hours. The reaction mixture was cooled to room temperature, and water was added thereto, followed by extraction with ethyl acetate. The organic layer was washed with water and saturated brine in this order, and dried over anhydrous sodium sulfate. After filtration, the filtrate... Starting materials: ClC1=C(C=CC=C1C(F)(F)F)C=1OC2=C(C(=CC(=C2C(C1)=O)O)O)[C@H]1[C@@H](N(CC1)C)CO ((+)-trans-2-(2-Chloro-3-trifluoromethyl-phenyl)-5,7-dihydroxy-8-(2-hydroxymethyl-1-methyl-pyrrolidin-3-yl)-chromen-4-one), Cl (HCl). Run in CO (methanol). Yields the product Cl.ClC1=C(C=CC=C1C(F)(F)F)C=1OC2=C(C(=CC(=C2C(C1)=O)O)O)[C@H]1[C@@H](N(CC1)C)CO ((+)-trans-2-(2-Chloro-3-trifluoromethyl-phenyl)-5,7-dihydroxy-8-(2-hydroxymethyl-1-methyl-pyrrolidin-3-yl)-chromen-4-one hydrochloride). RXN SMILES: [Cl:1][C:2]1[C:7]([C:8]([F:11])([F:10])[F:9])=[CH:6][CH:5]=[CH:4][C:3]=1[C:12]1[O:13][C:14]2[C:19]([C:20](=[O:22])[CH:21]=1)=[C:18]([OH:23])[CH:17]=[C:16]([OH:24])[C:15]=2[C@@H:25]1[CH2:29][CH2:28][N:27]([CH3:30])[C@H:26]1[CH2:31][OH:32].Cl>CO>[ClH:1].[Cl:1][C:2]1[C:7]([C:8]([F:9])([F:11])[F:10])=[CH:6][CH:5]=[CH:4][C:3]=1[C:12]1[O:13][C:14]2[C:19]([C:20](=[O:22])[CH:21]=1)=[C:18]([OH:23])[CH:17]=[C:16]([OH:24])[C:15]=2[C@@H:25]1[CH2:29][CH2:28][N:27]([CH3:30])[C@H:26]1[CH2:31][OH:32] |f:3.4|. Procedure details: The compound of example 41 (0.090 g, 0.192 mmol) was suspended in methanol (1.5 mL) and treated with ethereal HCl and the organic solvent was evaporated to afford the title compound, the hydrochloride salt.